This data is from the Open Reaction Database (ORD), a public repository of structured organic reaction records. The task is: describe an organic reaction: reactants, conditions, products, and yield Reactants: CN(C)C=O (DMF), [N+](=O)([O-])C=1C=C2C=NNC2=CC1 (5-nitroindazole), C([O-])([O-])=O.[K+].[K+] (potassium carbonate), C(C1=CC=CC=C1)Br (Benzyl bromide). Solvent: C(C)(=O)OCC (ethyl acetate), hexanes, O (water). Conditions: temperature 75 celsius, time 0.5 hour. The product is C(C1=CC=CC=C1)N1N=CC2=CC(=CC=C12)[N+](=O)[O-] (1-benzyl-5-nitroindazole). The yield is 40.8%. RXN SMILES: CN(C=O)C.[N+:6]([C:9]1[CH:10]=[C:11]2[C:15](=[CH:16][CH:17]=1)[NH:14][N:13]=[CH:12]2)([O-:8])=[O:7].C(=O)([O-])[O-].[K+].[K+].[CH2:24](Br)[C:25]1[CH:30]=[CH:29][CH:28]=[CH:27][CH:26]=1>O.C(OCC)(=O)C>[CH2:24]([N:14]1[C:15]2[C:11](=[CH:10][C:9]([N+:6]([O-:8])=[O:7])=[CH:17][CH:16]=2)[CH:12]=[N:13]1)[C:25]1[CH:30]=[CH:29][CH:28]=[CH:27][CH:26]=1 |f:2.3.4|. Reported procedure: A 12 L 3-necked round-bottomed flask was charged with DMF (2 L), 5-nitroindazole (200 g, 1.22 mol.) and potassium carbonate (186 g, 1.35 mol). Benzyl bromide (230 g, 1.35 mol) was then added to the stirred suspension at a rate as to maintain the temperature below 40° C. Once the addition was complete the mixture was heated to 75° C. for a further 8 hours, the reaction being monitored by TLC (SiO2, 1:1 ethyl acetate:hexanes). The reaction was then cooled to room temperature, water (2 L) added and... Starting materials: CC(=O)C (acetone), CC(=O)C (acetone), C(CC)(=O)C1=CC=C(C=C1)C=1C=CC(NN1)=O (6-(4-propionylphenyl)pyridazin-3(2H)-one), C=O (formaldehyde), [Cl-].C[NH2+]C (dimethylammonium chloride). The solvent is C(C)(=O)OC(C)=O (acetic anhydride). Run at temperature 90 celsius, time 2 hour. The product is Cl.CN(CC(C(=O)C1=CC=C(C=C1)C=1C=CC(NN1)=O)C)C (6-[4-(3-dimethylamino-2-methylpropionyl)phenyl]pyridazin-3(2H)-one hydrochloride). As a reaction SMILES: [C:1]([C:5]1[CH:10]=[CH:9][C:8]([C:11]2[CH:12]=[CH:13][C:14](=[O:17])[NH:15][N:16]=2)=[CH:7][CH:6]=1)(=[O:4])[CH2:2][CH3:3].C=O.[Cl-:20].[CH3:21][NH2+:22][CH3:23].[CH3:24]C(C)=O>C(OC(=O)C)(=O)C>[ClH:20].[CH3:21][N:22]([CH3:23])[CH2:3][CH:2]([CH3:24])[C:1]([C:5]1[CH:6]=[CH:7][C:8]([C:11]2[CH:12]=[CH:13][C:14](=[O:17])[NH:15][N:16]=2)=[CH:9][CH:10]=1)=[O:4] |f:2.3,6.7|. Procedure: In a similar manner to Example 3b) a mixture of 6-(4-propionylphenyl)pyridazin-3(2H)-one (2.28 g), formaldehyde (37% solution, 1 ml) and dimethylammonium chloride (1.25 g) in acetic anhydride (8 ml) was stirred at 90° C. for 11/2 hours. The cooled solution was poured into dry acetone (150 ml) and was evaporated to dryness under reduced pressure to afford a yellow oil. Trituration with dry acetone afforded 6-[4-(3-dimethylamino-2-methylpropionyl)phenyl]pyridazin-3(2H)-one hydrochloride (2.12 g), ... Reactants: ClC=1C=C2CC(C(NC2=CC1)C=1C=C(C=CC1)N)(C)C (3-(6-chloro-3,3-dimethyl-1,2,3,4-tetrahydro-quinolin-2-yl)-phenylamine), COC(C(C)(C)Br)=O (2-bromo-2-methyl-propionic acid methyl ester), C([O-])([O-])=O.[K+].[K+] (potassium carbonate). Run in CN(C=O)C (N,N-dimethylformamide). Run at temperature 25 celsius, time 5 day. The product is COC(C(C)(C)NC1=CC(=CC=C1)C1NC2=CC=C(C=C2CC1(C)C)Cl)=O (2-[3-(6-chloro-3,3-dimethyl-1,2,3,4-tetrahydro-quinolin-2-yl)-phenylamino]-2-methyl-propionic acid methyl ester). The yield is 22.2%. RXN SMILES: [Cl:1][C:2]1[CH:3]=[C:4]2[C:9](=[CH:10][CH:11]=1)[NH:8][CH:7]([C:12]1[CH:13]=[C:14]([NH2:18])[CH:15]=[CH:16][CH:17]=1)[C:6]([CH3:20])([CH3:19])[CH2:5]2.[CH3:21][O:22][C:23](=[O:28])[C:24](Br)([CH3:26])[CH3:25].C(=O)([O-])[O-].[K+].[K+]>CN(C)C=O>[CH3:21][O:22][C:23](=[O:28])[C:24]([NH:18][C:14]1[CH:15]=[CH:16][CH:17]=[C:12]([CH:7]2[C:6]([CH3:20])([CH3:19])[CH2:5][C:4]3[C:9](=[CH:10][CH:11]=[C:2]([Cl:1])[CH:3]=3)[NH:8]2)[CH:13]=1)([CH3:26])[CH3:25] |f:2.3.4|. Procedure details: A mixture of 3-(6-chloro-3,3-dimethyl-1,2,3,4-tetrahydro-quinolin-2-yl)-phenylamine (1.5 g, 5.25 mmol), 2-bromo-2-methyl-propionic acid methyl ester (2.85 g, 15.7 mmol) and potassium carbonate (3.62 g, 26.25 mmol) in N,N-dimethylformamide (10 mL) was stirred at 25° C. for 5 d. Then the reaction mixture was extracted with ethyl acetate (2×100 mL), washed with water, dried over anhydrous sodium sulfate and concentrated in vacuo. Purification on flash silica gel chromatography (silica gel from Qing... Product: C(=O)(OCC1C2=CC=CC=C2C2=CC=CC=C12)N1CCCCC1 (Fmoc-piperidine). Run in C(Cl)Cl (DCM). Reaction conditions: time 10 minute. Procedure: A solution of 7.4 g Fmoc-βPhPro-OH in 120 ml dry DCM was added to 12.0 g 2-chlorotrityl chloride resin (0.83 mmol/g, Novabiochem). DIPEA (3.0 ml) was added and the mixture was shaken for 10 min. Additional 4.5 ml DIPEA were added and shaking was continued for 145 min. Methanol (10 ml) was added the mixture was shaken for another 25 min. The resin was filtered off, washed with DCM (5×100 ml), methanol (2×100 ml) and DCM (4×100 ml). A small sample was dried carefully and deprotected with DCM/piper... Reactants: CCN(C(C)C)C(C)C (DIPEA), CO (Methanol), N1([C@H](C(=O)O)C(CC1)C1=CC=CC=C1)C(=O)OCC1C2=CC=CC=C2C2=CC=CC=C12 (Fmoc-βPhPro-OH), C1=CC=C(C=C1)C(C2=CC=CC=C2)(C3=CC=CC=C3Cl)Cl (2-chlorotrityl chloride resin), CCN(C(C)C)C(C)C (DIPEA). RXN SMILES: [N:1]1([C:15]([O:17][CH2:18][CH:19]2[C:31]3[C:26](=[CH:27][CH:28]=[CH:29][CH:30]=3)[C:25]3[C:20]2=[CH:21][CH:22]=[CH:23][CH:24]=3)=[O:16])CC[CH:6]([C:9]2[CH:14]=[CH:13]C=CC=2)[C@H:2]1C(O)=O.C1C=CC(C(Cl)(C2C(Cl)=CC=CC=2)C2C=CC=CC=2)=CC=1.CCN(C(C)C)C(C)C.CO>C(Cl)Cl>[C:15]([N:1]1[CH2:13][CH2:14][CH2:9][CH2:6][CH2:2]1)([O:17][CH2:18][CH:19]1[C:31]2[C:26](=[CH:27][CH:28]=[CH:29][CH:30]=2)[C:25]2[C:20]1=[CH:21][CH:22]=[CH:23][CH:24]=2)=[O:16].